Dataset: the Open Reaction Database (ORD), a public repository of structured organic reaction records. Task: describe an organic reaction: reactants, conditions, products, and yield Starting materials: CC(C)C(=O)Cl, CC(C)(C)[Si](OCC=CCO)(c1ccccc1)c1ccccc1, CO, CN(C)c1ccncc1, CCN(C(C)C)C(C)C, ClCCl. Product: CC(C)C(=O)OCC=CCO[Si](c1ccccc1)(c1ccccc1)C(C)(C)C. As a reaction SMILES: [C:1]([CH:2]([CH3:3])[CH3:4])(=[O:5])[Cl:6].[C:7]([CH3:8])([CH3:9])([CH3:10])[Si:11]([O:12][CH2:13][CH:14]=[CH:15][CH2:16][OH:17])([c:18]1[cH:19][cH:20][cH:21][cH:22][cH:23]1)[c:24]1[cH:25][cH:26][cH:27][cH:28][cH:29]1.[CH3:39][OH:40].[CH3:41][N:42]([CH3:43])[c:44]1[cH:45][cH:46][n:47][cH:48][cH:49]1.[CH:30]([N:31]([CH:32]([CH3:33])[CH3:34])[CH2:35][CH3:36])([CH3:37])[CH3:38].[Cl:50][CH2:51][Cl:52]>>[C:1]([CH:2]([CH3:3])[CH3:4])(=[O:5])[O:17][CH2:16][CH:15]=[CH:14][CH2:13][O:12][Si:11]([C:7]([CH3:8])([CH3:9])[CH3:10])([c:18]1[cH:19][cH:20][cH:21][cH:22][cH:23]1)[c:24]1[cH:25][cH:26][cH:27][cH:28][cH:29]1. Starting materials: C(C=C)C1(C2=C(CCC3=C1C=CC=C3)C=CC=C2)C2=CCN(CC2)C (4-[10,11 -dihydro-5-(2-propenyl)-5H-dibenzo[a,d]cyclohepten-5-yl]-1-methyl-1,2,5,6-tetrahydropyridine), [H][H] (hydrogen). Reagents/catalysts: [Ni] (Raney nickel). The solvent is C(C)O (ethanol). Product: C(CC)C1(C2=C(CCC3=C1C=CC=C3)C=CC=C2)C2=CCN(CC2)C (4-[10,11-dihydro-5-propyl-5H-dibenzo[a,d]cyclohepten-5-yl]-1-methyl-1,2,5,6-tetrahydropyridine). Yield: 50.3%. Reaction SMILES: [CH2:1]([C:4]1([C:19]2[CH2:24][CH2:23][N:22]([CH3:25])[CH2:21][CH:20]=2)[C:10]2[CH:11]=[CH:12][CH:13]=[CH:14][C:9]=2[CH2:8][CH2:7][C:6]2[CH:15]=[CH:16][CH:17]=[CH:18][C:5]1=2)[CH:2]=[CH2:3].[H][H]>C(O)C.[Ni]>[CH2:1]([C:4]1([C:19]2[CH2:24][CH2:23][N:22]([CH3:25])[CH2:21][CH:20]=2)[C:5]2[CH:18]=[CH:17][CH:16]=[CH:15][C:6]=2[CH2:7][CH2:8][C:9]2[CH:14]=[CH:13][CH:12]=[CH:11][C:10]1=2)[CH2:2][CH3:3]. Procedure details: Dissolved 4-[10,11 -dihydro-5-(2-propenyl)-5H-dibenzo[a,d]cyclohepten-5-yl]-1-methyl-1,2,5,6-tetrahydropyridine (0.39 g, 1.2 mmol) in 50 mL of absolute ethanol, and added a teaspoon of Raney nickel paste. Hydrogenated on a Paar shaker at 17 psi of hydrogen pressure for 16 hours. Filtered to remove catalyst, and evaporated filtrate to a solid. Recrystallized crude product from hexane to give 0.20 g (50% yield) of 4-[10,11-dihydro-5-propyl-5H-dibenzo[a,d]cyclohepten-5-yl]-1-methyl-1,2,5,6-tetrahyd... Yields the product O=C(Nc1ccc2[nH]c(-c3cscn3)nc2c1)C1(c2ccccc2)CC1. RXN SMILES: [CH3:46][N:47]([CH3:48])[CH:49]=[O:50].[CH:34]([N:35]([CH:36]([CH3:37])[CH3:38])[CH2:39][CH3:40])([CH3:41])[CH3:42].[Cl:13][C:14]([C:15]([Cl:16])=[O:17])=[O:18].[Cl:43][CH2:44][Cl:45].[c:1]1([C:7]2([C:10](=[O:11])[OH:12])[CH2:8][CH2:9]2)[cH:2][cH:3][cH:4][cH:5][cH:6]1.[s:19]1[cH:20][n:21][c:22](-[c:24]2[nH:25][c:26]3[c:27]([n:28]2)[cH:29][cH:30][c:31]([NH2:33])[cH:32]3)[cH:23]1>>[c:1]1([C:7]2([C:10](=[O:12])[NH:33][c:31]3[cH:30][cH:29][c:27]4[c:26]([n:25][c:24](-[c:22]5[n:21][cH:20][s:19][cH:23]5)[nH:28]4)[cH:32]3)[CH2:8][CH2:9]2)[cH:2][cH:3][cH:4][cH:5][cH:6]1. Starting materials: CN(C)C=O, CCN(C(C)C)C(C)C, O=C(Cl)C(=O)Cl, ClCCl, O=C(O)C1(c2ccccc2)CC1, Nc1ccc2nc(-c3cscn3)[nH]c2c1. Starting materials: resultant mixture, p-formaldehyde, S(O)(O)(=O)=O (sulfuric acid), N1=C(C(=CC=C1)C)C (2,3-lutidine), OO (hydrogen peroxide), resultant mixture. The solvent is C(C)(=O)O (acetic acid). Reaction conditions: temperature 50 celsius. Product: CC1=[N+](C=CC=C1C)[O-] (2,3-dimethylpyridine N-oxide), S(O)(O)(=O)=O (sulfuric acid). RXN SMILES: [N:1]1[CH:6]=[CH:5][CH:4]=[C:3]([CH3:7])[C:2]=1[CH3:8].OO.[S:11](=[O:15])(=[O:14])([OH:13])[OH:12]>C(O)(=O)C>[CH3:8][C:2]1[C:3]([CH3:7])=[CH:4][CH:5]=[CH:6][N+:1]=1[O-:12].[S:11](=[O:13])(=[O:12])([OH:15])[OH:14]. Reported procedure: One hundred g. of 2,3-lutidine was dissolved into 200 ml. of glacial acetic acid, followed by dropwise addition of 120 g. of 35% aqueous hydrogen peroxide solution at about 40° C. The mixture was allowed to react at 105° C. for about 2 hours. After completion of the reaction, the mixture was cooled down to about 50° C., followed by addition of 5.0 g. of p-formaldehyde. The resultant mixture was heated to 105° C. to cause the reaction to take place for about 10 minutes. The resultant mixture was ... The reactants are NC=1C(=CC(=NC1)Cl)C(=O)C1=CC=CC=C1 ((5-Amino-2-chloro-pyridin-4-yl)-phenyl-methanone), CN (methylamine), C1CCOC1 (THF), C(C)(=O)O (acetic acid), C(C)(=O)O[BH-](OC(C)=O)OC(C)=O.[Na+] (Sodium triacetoxyborohydride). Run in C1(=CC=C(C=C1)S(=O)(=O)O)C (p-toluene sulfonic acid), ClCCl (dichloromethane). The product is ClC1=CC(=C(C=N1)N)C(C1=CC=CC=C1)NC (6-Chloro-4-(methylamino-phenyl-methyl)-pyridin-3-ylamine). As a reaction SMILES: [NH2:1][C:2]1[C:3]([C:9]([C:11]2[CH:16]=[CH:15][CH:14]=[CH:13][CH:12]=2)=O)=[CH:4][C:5]([Cl:8])=[N:6][CH:7]=1.[CH3:17][NH2:18].C1COCC1.C(O)(=O)C.C(O[BH-](OC(=O)C)OC(=O)C)(=O)C.[Na+]>C1(C)C=CC(S(O)(=O)=O)=CC=1.ClCCl>[Cl:8][C:5]1[N:6]=[CH:7][C:2]([NH2:1])=[C:3]([CH:9]([NH:18][CH3:17])[C:11]2[CH:16]=[CH:15][CH:14]=[CH:13][CH:12]=2)[CH:4]=1 |f:4.5|. Reported procedure: (5-Amino-2-chloro-pyridin-4-yl)-phenyl-methanone (360 mg, 1.547 mmol), methylamine in THF (4.5 mL, 2 M, 9.00 mmol), p-toluene sulfonic acid in acetic acid (225 mg, 12%, 0.157 mmol) are stirred at room temperature in dichloromethane (15 mL). Sodium triacetoxyborohydride (1.92 g, 9.06 mmol) is added in three separate portions over 24 hours. The reaction mixture is quenched with saturated sodium carbonate solution and extracted with ethyl acetate. The organic phase is dried over magnesium sulfate. ...